From a dataset of the Open Reaction Database (ORD), a public repository of structured organic reaction records. describe an organic reaction: reactants, conditions, products, and yield The reactants are CN1CCOCC1, CCOC(C)=O, Cc1ccc(C)cc1, CC(C)c1cccc(C(C)C)c1N1CC[NH+](c2c(C(C)C)cccc2C(C)C)C1, [Cl-], O=C(Cl)c1cc(F)cc(F)c1, C=Cc1ccc(F)cc1, CC(=O)[O-], CC(=O)[O-], [Pd+2]. Product: Fc1ccc(C=Cc2cc(F)cc(F)c2)cc1. RXN SMILES: [CH3:51][N:52]1[CH2:53][CH2:54][O:55][CH2:56][CH2:57]1.[CH3:67][CH2:68][O:69][C:70]([CH3:71])=[O:72].[CH3:73][c:74]1[cH:75][cH:76][c:77]([CH3:78])[cH:79][cH:80]1.[CH:2]([c:3]1[cH:4][cH:5][cH:6][c:7]([CH:8]([CH3:9])[CH3:10])[c:11]1[NH+:12]1[CH2:13][CH2:14][N:15]([c:16]2[c:17]([CH:18]([CH3:19])[CH3:20])[cH:21][cH:22][cH:23][c:24]2[CH:25]([CH3:26])[CH3:27])[CH2:28]1)([CH3:29])[CH3:30].[Cl-:1].[F:31][c:32]1[cH:33][c:34]([C:35]([Cl:36])=[O:37])[cH:38][c:39]([F:41])[cH:40]1.[F:42][c:43]1[cH:44][cH:45][c:46]([CH:47]=[CH2:48])[cH:49][cH:50]1.[O-:59][C:60]([CH3:61])=[O:62].[O-:63][C:64]([CH3:65])=[O:66].[Pd+2:58]>>[F:31][c:32]1[cH:33][c:34]([CH:35]=[CH:47][c:46]2[cH:45][cH:44][c:43]([F:42])[cH:50][cH:49]2)[cH:38][c:39]([F:41])[cH:40]1. Starting materials: ClC=1C=CC(=C(C1)O)CO (5-chloro-2-(hydroxymethyl)phenol), COCCBr (2-methoxyethylbromide). The product is ClC1=CC(=C(C=C1)CO)OCCOC ([4-chloro-2-(2-methoxyethoxy)phenyl]methanol). Reaction SMILES: [Cl:1][C:2]1[CH:3]=[CH:4][C:5]([CH2:9][OH:10])=[C:6]([OH:8])[CH:7]=1.[CH3:11][O:12][CH2:13][CH2:14]Br>>[Cl:1][C:2]1[CH:3]=[CH:4][C:5]([CH2:9][OH:10])=[C:6]([O:8][CH2:14][CH2:13][O:12][CH3:11])[CH:7]=1. Reported procedure: The title compound was prepared from 5-chloro-2-(hydroxymethyl)phenol (PREPARATION 7) and 2-methoxyethylbromide according to the procedure for the preparation of Example 111, part A. 1H NMR (400 MHz, CDCl3): δ 3.24 (3H, s), 3.73-3.75 (2H, m), 4.16-4.18 (2H, m), 4.62 (2H, s), 6.87 (1H, d, J=1.6 Hz), 6.93 (1H, dd, J=2.0 Hz, 8.0 Hz), 7.18 (1H, d, J=8.0 Hz).